Dataset: the Open Reaction Database (ORD), a public repository of structured organic reaction records. Task: describe an organic reaction: reactants, conditions, products, and yield Starting materials: CCOC(=O)N1CCC(Br)C(O)C1, ClCCl, CC(C)(C)[Si](C)(C)OS(=O)(=O)C(F)(F)F, Cc1cccc(C)n1. The product is CCOC(=O)N1CCC(Br)C(O[Si](C)(C)C(C)(C)C)C1. RXN SMILES: [Br:1][CH:2]1[CH:3]([OH:13])[CH2:4][N:5]([C:8](=[O:9])[O:10][CH2:11][CH3:12])[CH2:6][CH2:7]1.[Cl:37][CH2:38][Cl:39].[F:14][C:15]([S:16]([O:17][Si:22]([CH3:23])([CH3:24])[C:25]([CH3:26])([CH3:27])[CH3:28])(=[O:18])=[O:19])([F:20])[F:21].[n:29]1[c:30]([CH3:31])[cH:32][cH:33][cH:34][c:35]1[CH3:36]>>[Br:1][CH:2]1[CH:3]([O:13][Si:22]([CH3:23])([CH3:24])[C:25]([CH3:26])([CH3:27])[CH3:28])[CH2:4][N:5]([C:8](=[O:9])[O:10][CH2:11][CH3:12])[CH2:6][CH2:7]1. Starting materials: C(O)([O-])=O.[Na+] (sodium hydrogen carbonate), hydrazide, ClCC(=O)NNC(=O)C1CCN(CC1)C1=NC=CC=C1 (3,4,5,6-Tetrahydro-2H-[1,2′]bipyridinyl-4-carboxylic acid N′-(2-chloro-acetyl)-hydrazide), ClCCl (Dichloromethane), FC(S(=O)(=O)OS(=O)(=O)C(F)(F)F)(F)F (Trifluoromethanesulfonic anhydride). Run in O (water), C(C)#N (acetonitrile). Conditions: time 16 hour. Yields the product ClCC1=NN=C(O1)C1CCN(CC1)C1=NC=CC=C1 (4-(5-Chloromethyl-[1,3,4]oxadiazol-2-yl)-3,4,5,6-tetrahydro-2H-[1,2′]bipyridinyl). As a reaction SMILES: [Cl:1][CH2:2][C:3]([NH:5][NH:6][C:7]([CH:9]1[CH2:14][CH2:13][N:12]([C:15]2[CH:20]=[CH:19][CH:18]=[CH:17][N:16]=2)[CH2:11][CH2:10]1)=[O:8])=O.FC(F)(F)S(OS(C(F)(F)F)(=O)=O)(=O)=O.C(=O)([O-])O.[Na+].ClCCl>C(#N)C.O>[Cl:1][CH2:2][C:3]1[O:8][C:7]([CH:9]2[CH2:14][CH2:13][N:12]([C:15]3[CH:20]=[CH:19][CH:18]=[CH:17][N:16]=3)[CH2:11][CH2:10]2)=[N:6][N:5]=1 |f:2.3|. Procedure: The hydrazide of Preparation 3 (50.0 g, 169 mmol) was suspended in acetonitrile (250 ml) and cooled using an ice bath. Trifluoromethanesulfonic anhydride (29.9 ml, 177 mmol) was added dropwise at T<15° C. The reaction was warmed to room temperature and stirred for 16 hours. The reaction was cooled using an ice bath and a solution of sodium hydrogen carbonate (29.8 g, 354 mmol) in water (250 ml) was added dropwise. Dichloromethane (250 ml) was added and the phases were separated. The organic cont... Reactants: C(Cl)C1CO1 (epichlorohydrin), C[Si](C)(C)O[Si](C)(C)C (Fluka AG), COC(C(CO)(C)C)=O (hydroxypivalic methyl ester), [OH-].[Na+] (sodium hydroxide). Run in O (water). Reaction conditions: time 3 hour. Yields the product C(C1CO1)OC(C(CO)(C)C)=O (hydroxypivalic glycidyl ester), epoxide. As a reaction SMILES: [CH3:1][O:2][C:3](=[O:9])[C:4]([CH3:8])([CH3:7])[CH2:5][OH:6].[OH-].[Na+].C([CH:14]1[O:16][CH2:15]1)Cl.C[Si](O[Si](C)(C)C)(C)C>O>[CH2:1]([O:2][C:3](=[O:9])[C:4]([CH3:8])([CH3:7])[CH2:5][OH:6])[CH:15]1[O:16][CH2:14]1 |f:1.2|. Procedure: 132 parts by wt. (1 mole) hydroxypivalic methyl ester, 48 parts by wt. (1.2 mole) sodium hydroxide solution and 250 ml water were heated for 1 hour at 100° C. in a 0.5-liter three-neck flask equipped with stirrer, thermometer and reflux cooler. The temperature was reduced to 50° C. To the mixture were added 276 parts by wt. (3 mole) epichlorohydrin (ECH) and 50 parts by wt. Dowex (Fluka AG, 1×8). The water was removed azeotropically at a temperature of 50° C. and at reduced pressure (200 mbar), ... The reactants are CCN=C=NCCCN(C)C, CCOC(C)=O, C=COCCON, Cc1cnnc2c(F)c(Nc3ccc(Cl)cc3Cl)c(C(=O)O)cc12, CN(C)C=O. Product: C=COCCONC(=O)c1cc2c(C)cnnc2c(F)c1Nc1ccc(Cl)cc1Cl. Reaction SMILES: [CH3:25][CH2:26][N:27]=[C:28]=[N:29][CH2:30][CH2:31][CH2:32][N:33]([CH3:34])[CH3:35].[CH3:48][CH2:49][O:50][C:51]([CH3:52])=[O:53].[CH:36](=[CH2:37])[O:38][CH2:39][CH2:40][O:41][NH2:42].[Cl:1][c:2]1[c:3]([NH:9][c:10]2[c:11]([C:22](=[O:23])[OH:24])[cH:12][c:13]3[c:14]([CH3:21])[cH:15][n:16][n:17][c:18]3[c:19]2[F:20])[cH:4][cH:5][c:6]([Cl:8])[cH:7]1.[O:43]=[CH:44][N:45]([CH3:46])[CH3:47]>>[Cl:1][c:2]1[c:3]([NH:9][c:10]2[c:11]([C:22](=[O:23])[NH:42][O:41][CH2:40][CH2:39][O:38][CH:36]=[CH2:37])[cH:12][c:13]3[c:14]([CH3:21])[cH:15][n:16][n:17][c:18]3[c:19]2[F:20])[cH:4][cH:5][c:6]([Cl:8])[cH:7]1. Reactants: Cl (hydrochloric acid), C(C)OC(C=1C(N(C(CC(=O)OCC)=O)CC)=CC(=C(C1)C(CCC)=O)C)=O (N-ethyl-5-butyryl-4-methyl-N-(1'-oxo-2'-ethoxycarbonylethyl)-anthranilic acid ethyl ester), [Na] (sodium). Solvent: ice water, C(C)O (ethanol), C(C)O (ethanol), C(C)O (ethanol). The product is C(C)OC(=O)C=1C(N(C2=CC(=C(C=C2C1O)C(CCC)=O)C)CC)=O (1-ethyl-6-butyryl-4-hydroxy-7-methylcarbostyril-3-carboxylic acid ethyl ester). As a reaction SMILES: C(O[C:4](=[O:28])[C:5]1[C:6](=[CH:18][C:19]([CH3:27])=[C:20]([C:22](=[O:26])[CH2:23][CH2:24][CH3:25])[CH:21]=1)[N:7]([CH2:16][CH3:17])[C:8](=[O:15])[CH2:9][C:10]([O:12][CH2:13][CH3:14])=[O:11])C.[Na].Cl>C(O)C>[CH2:13]([O:12][C:10]([C:9]1[C:8](=[O:15])[N:7]([CH2:16][CH3:17])[C:6]2[C:5]([C:4]=1[OH:28])=[CH:21][C:20]([C:22](=[O:26])[CH2:23][CH2:24][CH3:25])=[C:19]([CH3:27])[CH:18]=2)=[O:11])[CH3:14] |^1:28|. Reported procedure: 19.6 g of N-ethyl-5-butyryl-4-methyl-N-(1'-oxo-2'-ethoxycarbonylethyl)-anthranilic acid ethyl ester in 60 ml of absolute ethanol are added dropwise, at room temperature, to a solution of 1.15 g of sodium in 30 ml of absolute ethanol. The yellow solution is refluxed for 3 hours. The resulting suspension is then freed of ethanol in vacuo. The residue is dissolved in ice-water and acidified with hydrochloric acid. The separated oil is extracted with methylene chloride and the methylene chloride sol...